The task is: describe an organic reaction: reactants, conditions, products, and yield. This data is from the Open Reaction Database (ORD), a public repository of structured organic reaction records. Reactants: N1(CCCC1)C(C)C=1C=C(OCCCNC(C(C)Br)=O)C=CC1 (N-[3-[3-[1-(1-pyrrolidinyl)ethyl]phenoxy]propyl]bromopropionamide), C(O)CN (ethanolamine). The solvent is C(C)O (ethanol). The product is OCCNCCC(=O)NCCCOC1=CC(=CC=C1)C(C)N1CCCC1 (N-[3-(2-hydroxyethylamino)propionyl]-3-[3-[1-(1-pyrrolidinyl)ethyl]phenoxy]propylamine). As a reaction SMILES: [N:1]1([CH:6]([C:8]2[CH:9]=[C:10]([CH:21]=[CH:22][CH:23]=2)[O:11][CH2:12][CH2:13][CH2:14][NH:15][C:16](=[O:20])[CH:17](Br)[CH3:18])[CH3:7])[CH2:5][CH2:4][CH2:3][CH2:2]1.[CH2:24]([CH2:26][NH2:27])[OH:25]>C(O)C>[OH:25][CH2:24][CH2:26][NH:27][CH2:18][CH2:17][C:16]([NH:15][CH2:14][CH2:13][CH2:12][O:11][C:10]1[CH:21]=[CH:22][CH:23]=[C:8]([CH:6]([N:1]2[CH2:5][CH2:4][CH2:3][CH2:2]2)[CH3:7])[CH:9]=1)=[O:20]. Procedure: 500 mg of the amide compound obtained in step (A) was heated under reflux for 2 hours in 1 ml of ethanolamine and 1 ml of ethanol. The solvent was distilled off under reduced pressure, and potassium carbonate was added. The mixture was extracted with chloroform. The solvent was distilled off, and the residue was purified by TLC (developing solvent: chloroform/diethylamine=10:1) to afford 355 mg of N-[3-(2-hydroxyethylamino)propionyl]-3-[3-[1-(1-pyrrolidinyl)ethyl]phenoxy]propylamine. The reactants are C(=O)([O-])[O-].[K+].[K+] (K2CO3), [Na+].[I-] (NaI), NS(=O)(=O)N (aminosulfonamide), ClCCCS(=O)(=O)N1CCC(CC1)C1=CNC2=C(C=C(C=C12)C=1SC=CC1)C(=O)N (3-{1-[(3-chloropropyl)sulfonyl]-4-piperidinyl}-5-(2-thienyl)-1H-indole-7-carboxamide), C1(CCCC1)N (cyclopentyl amine). Solvent: CN(C)C=O (DMF). Product: C1(CCCC1)NCCCS(=O)(=O)N1CCC(CC1)C1=CNC2=C(C=C(C=C12)C=1SC=CC1)C(=O)N (3-(1-{[3-(cyclopentylamino)propyl]sulfonyl}-4-piperidinyl)-5-(2-thienyl)-1H-indole-7-carboxamide). Isolated yield 44.0%. As a reaction SMILES: NS(N)(=O)=O.Cl[CH2:7][CH2:8][CH2:9][S:10]([N:13]1[CH2:18][CH2:17][CH:16]([C:19]2[C:27]3[C:22](=[C:23]([C:33]([NH2:35])=[O:34])[CH:24]=[C:25]([C:28]4[S:29][CH:30]=[CH:31][CH:32]=4)[CH:26]=3)[NH:21][CH:20]=2)[CH2:15][CH2:14]1)(=[O:12])=[O:11].[CH:36]1([NH2:41])[CH2:40][CH2:39][CH2:38][CH2:37]1.C([O-])([O-])=O.[K+].[K+].[Na+].[I-]>CN(C=O)C>[CH:36]1([NH:41][CH2:7][CH2:8][CH2:9][S:10]([N:13]2[CH2:18][CH2:17][CH:16]([C:19]3[C:27]4[C:22](=[C:23]([C:33]([NH2:35])=[O:34])[CH:24]=[C:25]([C:28]5[S:29][CH:30]=[CH:31][CH:32]=5)[CH:26]=4)[NH:21][CH:20]=3)[CH2:15][CH2:14]2)(=[O:12])=[O:11])[CH2:40][CH2:39][CH2:38][CH2:37]1 |f:3.4.5,6.7|. Procedure details: Following the general procedure for aminosulfonamide formation outlined in example 2, 3-{1-[(3-chloropropyl)sulfonyl]-4-piperidinyl}-5-(2-thienyl)-1H-indole-7-carboxamide (50 mg, 0.12 mmol) and cyclopentyl amine (54 uL, 0.60 mmol) were allowed to react in the presence of K2CO3 (74 mg, 0.55 mmol) and NaI (Cat. 5 mg) in DMF at 120° C. The resulting residue was purified by reverse phase HPLC eluting with 10% B to 80% B, where A=H2O (0.1% trifluoroacetic acid) and B=CH3CN (0.1% trifluoroacetic acid)... Starting materials: BrCCCCCBr, O=C([O-])[O-], CN1CCCC1=O, [K+], [K+], Oc1cccc2ncccc12. RXN SMILES: [Br:12][CH2:13][CH2:14][CH2:15][CH2:16][CH2:17][Br:18].[C:19](=[O:20])([O-:21])[O-:22].[CH3:25][N:26]1[CH2:27][CH2:28][CH2:29][C:30]1=[O:31].[K+:23].[K+:24].[OH:1][c:2]1[c:3]2[cH:4][cH:5][cH:6][n:7][c:8]2[cH:9][cH:10][cH:11]1>>[O:1]([c:2]1[c:3]2[cH:4][cH:5][cH:6][n:7][c:8]2[cH:9][cH:10][cH:11]1)[CH2:17][CH2:16][CH2:15][CH2:14][CH2:13][Br:12]. Product: BrCCCCCOc1cccc2ncccc12. The product is CCS(=O)(=O)N1CCC(c2c[nH]c3c(C(N)=O)cc(-c4cc(CN(C)C)c5c(c4)OCC5)cc23)CC1. RXN SMILES: [C:38]([BH3-:39])#[N:40].[CH2:1]([CH3:2])[S:3](=[O:4])(=[O:5])[N:6]1[CH2:7][CH2:8][CH:9]([c:12]2[cH:13][nH:14][c:15]3[c:16]([C:32](=[O:33])[NH2:34])[cH:17][c:18](-[c:21]4[cH:22][c:23]5[c:24]([c:28]([CH:30]=[O:31])[cH:29]4)[CH2:25][CH2:26][O:27]5)[cH:19][c:20]23)[CH2:10][CH2:11]1.[CH3:35][NH:36][CH3:37].[CH3:42][OH:43].[Cl-:44].[Cl-:46].[Na+:41].[Zn+2:45]>>[CH2:1]([CH3:2])[S:3](=[O:4])(=[O:5])[N:6]1[CH2:7][CH2:8][CH:9]([c:12]2[cH:13][nH:14][c:15]3[c:16]([C:32](=[O:33])[NH2:34])[cH:17][c:18](-[c:21]4[cH:22][c:23]5[c:24]([c:28]([CH2:30][N:36]([CH3:35])[CH3:37])[cH:29]4)[CH2:25][CH2:26][O:27]5)[cH:19][c:20]23)[CH2:10][CH2:11]1. Reactants: [BH3-]C#N, CCS(=O)(=O)N1CCC(c2c[nH]c3c(C(N)=O)cc(-c4cc(C=O)c5c(c4)OCC5)cc23)CC1, CNC, CO, [Cl-], [Cl-], [Na+], [Zn+2]. The reactants are O.O.O.[F-].[Al+3].[F-].[F-] (aluminum fluoride trihydrate), O.O.O.[F-].C(C)[N+](C)(CC)CC (triethylmethylammonium fluoride trihydrate), resultant mixture. Run at time 30 minute. Product: F[Al-](F)(F)F.C(C)[N+](C)(CC)CC (Triethylmethylammonium Tetrafluoroaluminate). Isolated yield 82.1%. Reaction SMILES: O.O.O.[F-:4].[Al+3:5].[F-:6].[F-:7].O.O.O.[F-:11].[CH2:12]([N+:14]([CH2:18][CH3:19])([CH2:16][CH3:17])[CH3:15])[CH3:13]>>[F:4][Al-:5]([F:11])([F:7])[F:6].[CH2:12]([N+:14]([CH2:18][CH3:19])([CH2:16][CH3:17])[CH3:15])[CH3:13] |f:0.1.2.3.4.5.6,7.8.9.10.11,12.13|. Procedure: 6.90 g (50.0 mmol) of aluminum fluoride trihydrate was weighed and placed in a round flask made of PFA, and air in the flask was evacuated and then replaced by argon gas. While feeding argon gas to the flask through its inlet, 100 ml of dehydrated acetonitrile was added and the flask was sealed followed by stirring for 30 minutes. Then, while feeding argon gas similarly, 9.46 g (50.0 mmol) of triethylmethylammonium fluoride trihydrate was added portion wise, and the resultant mixture was further...